Dataset: the Open Reaction Database (ORD), a public repository of structured organic reaction records. Task: describe an organic reaction: reactants, conditions, products, and yield Reactants: C1(CC2=C1C=CC=C2)CCC(=O)O (3-(benzocyclobutan-1-yl)propionic acid), O1CC=COC2=C1C=CC(=C2)N2CCNCC2 (4-(benzo-1,5-dioxepin-7-yl)piperazine), C(\C=C\C(=O)[O-])(=O)[O-] (fumarate). The product is C1(CC2=C1C=CC=C2)CCCN2CCN(CC2)C2=CC1=C(OCC=CO1)C=C2 (1-[3-(Benzocyclobutan-1-yl)propyl]-4-(benzo-1,5-dioxepin-7-yl)piperazine). RXN SMILES: [CH:1]1([CH2:9][CH2:10][C:11](O)=O)[C:4]2[CH:5]=[CH:6][CH:7]=[CH:8][C:3]=2[CH2:2]1.[O:14]1[C:20]2[CH:21]=[CH:22][C:23]([N:25]3[CH2:30][CH2:29][NH:28][CH2:27][CH2:26]3)=[CH:24][C:19]=2[O:18][CH:17]=[CH:16][CH2:15]1.C([O-])(=O)/C=C/C([O-])=O>>[CH:1]1([CH2:9][CH2:10][CH2:11][N:28]2[CH2:29][CH2:30][N:25]([C:23]3[CH:22]=[CH:21][C:20]4[O:14][CH2:15][CH:16]=[CH:17][O:18][C:19]=4[CH:24]=3)[CH2:26][CH2:27]2)[C:4]2[CH:5]=[CH:6][CH:7]=[CH:8][C:3]=2[CH2:2]1. Reported procedure: Prepared as described in Example 9, starting from 3-(benzocyclobutan-1-yl)propionic acid and 4-(benzo-1,5-dioxepin-7-yl)piperazine. The fumarate of the title compound melts at 168°-170° C. (ethanol). Reactants: [Li]CCCC, CI, CCCCCC, CN(C)P(=O)(N(C)C)N(C)C, CC(C)NC(C)C, [Cl-], [NH4+], O=C(CCC1OCCO1)c1ccccc1, C1CCOC1. Product: CC(CC1OCCO1)C(=O)c1ccccc1. As a reaction SMILES: [CH2:1]([Li:2])[CH2:3][CH2:4][CH3:5].[CH3:28][I:29].[CH3:32][CH2:33][CH2:34][CH2:35][CH2:36][CH3:37].[CH3:43][N:44]([CH3:45])[P:46](=[O:47])([N:48]([CH3:49])[CH3:50])[N:51]([CH3:52])[CH3:53].[CH:6]([NH:7][CH:8]([CH3:9])[CH3:10])([CH3:11])[CH3:12].[Cl-:30].[NH4+:31].[O:13]1[CH:14]([CH2:18][CH2:19][C:20](=[O:21])[c:22]2[cH:23][cH:24][cH:25][cH:26][cH:27]2)[O:15][CH2:16][CH2:17]1.[O:38]1[CH2:39][CH2:40][CH2:41][CH2:42]1>>[CH3:1][CH:19]([CH2:18][CH:14]1[O:13][CH2:17][CH2:16][O:15]1)[C:20](=[O:21])[c:22]1[cH:23][cH:24][cH:25][cH:26][cH:27]1. Starting materials: C(#N)C1=CC=C(C=C1)CCC(C(=O)O)CC1=CC(=C(C(=C1)F)O[Si](C(C)C)(C(C)C)C(C)C)F (4-(4-cyanophenyl)-2-(3,5-difluoro-4-triisopropylsilanyloxybenzyl)butanoic acid), [Cl-].[NH4+] (ammonium chloride). Run in C1CCOC1 (THF). Conditions: temperature -10 celsius. Product: FC=1C=C(CC(CCC2=CC=C(C#N)C=C2)CO)C=C(C1O[Si](C(C)C)(C(C)C)C(C)C)F (4-[3-(3,5-Difluoro-4-triisopropylsilanyloxybenzyl)-4-hydroxybutyl]benzonitrile). Reaction SMILES: [C:1]([C:3]1[CH:8]=[CH:7][C:6]([CH2:9][CH2:10][CH:11]([CH2:15][C:16]2[CH:21]=[C:20]([F:22])[C:19]([O:23][Si:24]([CH:31]([CH3:33])[CH3:32])([CH:28]([CH3:30])[CH3:29])[CH:25]([CH3:27])[CH3:26])=[C:18]([F:34])[CH:17]=2)[C:12](O)=[O:13])=[CH:5][CH:4]=1)#[N:2].[Cl-].[NH4+]>C1COCC1>[F:34][C:18]1[CH:17]=[C:16]([CH:21]=[C:20]([F:22])[C:19]=1[O:23][Si:24]([CH:25]([CH3:27])[CH3:26])([CH:28]([CH3:30])[CH3:29])[CH:31]([CH3:32])[CH3:33])[CH2:15][CH:11]([CH2:12][OH:13])[CH2:10][CH2:9][C:6]1[CH:5]=[CH:4][C:3]([C:1]#[N:2])=[CH:8][CH:7]=1 |f:1.2|. Reported procedure: 4879 mg (10 mmol) of 4-(4-cyanophenyl)-2-(3,5-difluoro-4-triisopropylsilanyloxybenzyl)butanoic acid are dissolved in 244 ml of THF and cooled to −10° C. under argon. Then 20.01 ml (20.01 mmol) of a 1 M borane-THF complex solution are added dropwise, and the mixture is stirred at 0° C. until reaction is complete. The mixture is hydrolyzed with saturated ammonium chloride solution and extracted with diethyl ether, and the combined organic phases are concentrated. The resulting crude product is pur... The reactants are Cl.NC1=C(C=CC(=C1)OC)S (2-amino-4-methoxybenzenethiol hydrochloride), B(O)(O)O (boric acid), C(=O)O (formic acid). Solvent: O (water). Run at time 6 hour. Yields the product COC=1C=CC2=C(N=CS2)C1 (5-methoxybenzo[d]thiazole). The yield is 15.0%. As a reaction SMILES: Cl.[NH2:2][C:3]1[CH:8]=[C:7]([O:9][CH3:10])[CH:6]=[CH:5][C:4]=1[SH:11].B(O)(O)O.[CH:16](O)=O>O>[CH3:10][O:9][C:7]1[CH:6]=[CH:5][C:4]2[S:11][CH:16]=[N:2][C:3]=2[CH:8]=1 |f:0.1|. Reported procedure: A mixture of intermediate 23 (1.33 g, 6.9 mmol), boric acid (2.3 g, 37.2 mmol) and formic acid (17 mL) was heated to reflux and stirred for 6 h. The reaction mixture was cooled to rt and diluted with water. The solution was made alkaline and extracted with ethyl acetate. Further purification by column chromatography (elution with PE/EtOAc=3:1) gave 5-methoxybenzo[d]thiazole (intermediate 24) (290 mg, 15%). HPLC: 99%, RI 2.646 min. MS (ESI) m/z 166.0 [M+H]+. Reactants: COc1cc(Br)cc(C=O)c1OC, CC(C)O, [Na+], [Na+], O=C([O-])[O-], O, OB(O)c1ccccc1. The product is COc1cc(-c2ccccc2)cc(C=O)c1OC. Reaction SMILES: [Br:10][c:11]1[cH:12][c:13]([O:21][CH3:22])[c:14]([O:19][CH3:20])[c:15]([CH:16]=[O:17])[cH:18]1.[CH:29]([OH:30])([CH3:31])[CH3:32].[Na+:23].[Na+:24].[O-:25][C:26](=[O:27])[O-:28].[OH2:33].[c:1]1([B:7]([OH:8])[OH:9])[cH:2][cH:3][cH:4][cH:5][cH:6]1>>[c:1]1(-[c:11]2[cH:12][c:13]([O:21][CH3:22])[c:14]([O:19][CH3:20])[c:15]([CH:16]=[O:17])[cH:18]2)[cH:2][cH:3][cH:4][cH:5][cH:6]1. The reactants are FC1=CC=C(C=C1)CCC=O (3-(4-fluorophenyl)-propionaldehyde), Cl.O(C)N (methoxylamine hydrochloride), compound 3-A. Yields the product CON=CCCC1=CC=C(C=C1)F (3-(4-Fluorophenyl)-propionaldehyde O-methyloxime). Isolated yield 97.0%. As a reaction SMILES: [F:1][C:2]1[CH:7]=[CH:6][C:5]([CH2:8][CH2:9][CH:10]=O)=[CH:4][CH:3]=1.Cl.[O:13]([NH2:15])[CH3:14]>>[CH3:14][O:13][N:15]=[CH:10][CH2:9][CH2:8][C:5]1[CH:4]=[CH:3][C:2]([F:1])=[CH:7][CH:6]=1 |f:1.2|. Procedure: Reaction of 3-(4-fluorophenyl)-propionaldehyde (Dickinson, R. P.; Dack, K. N.; Steele, J.; Tute, M. S. Bioorg. Med. Chem. Lett., 6, 14, 1996, 1691-1696) with methoxylamine hydrochloride as described in the preparation of compound 3-A gave the title oxime ether as a clear oil (97% yield), bp 65-75° C./1.5 torr (bulb to bulb distillation, air bath temperature). 1HNMR indicated a 6:4 mixture of E- and Z-isomers. 1HNMR 400 MHz (CDCl3) δ (ppm): 2.51 and 2.65 (2H, 2 m, CH2), 2.8 (2H, m, CH2), 3.84 and... Starting materials: ClC1=CC=C(C=C1)C(=CP(OCC)=O)C (ethyl 2-(4-chlorophenyl)prop-1-enylphosphinate), B(F)(F)F.CCOCC (boron trifluoride diethyl etherate), C(OCC)(OCC)OCC (triethyl orthoformate), C(O)([O-])=O.[Na+] (sodium hydrogen carbonate). Reaction conditions: time 7 day. Yields the product ClC1=CC=C(C=C1)C(=CP(OCC)(=O)C(OCC)OCC)C (ethyl 2-(4-chlorophenyl)prop-1-enyl-(diethoxymethyl)phosphinate). RXN SMILES: [Cl:1][C:2]1[CH:7]=[CH:6][C:5]([C:8]([CH3:15])=[CH:9][PH:10](=[O:14])[O:11][CH2:12][CH3:13])=[CH:4][CH:3]=1.B(F)(F)F.CCOCC.C(=O)([O-])O.[Na+].[CH:30](OCC)([O:34][CH2:35][CH3:36])[O:31][CH2:32][CH3:33]>>[Cl:1][C:2]1[CH:3]=[CH:4][C:5]([C:8]([CH3:15])=[CH:9][P:10]([CH:30]([O:34][CH2:35][CH3:36])[O:31][CH2:32][CH3:33])(=[O:14])[O:11][CH2:12][CH3:13])=[CH:6][CH:7]=1 |f:1.2,3.4|. Procedure: A solution of 1.68 g of ethyl 2-(4-chlorophenyl)prop-1-enylphosphinate in 20 ml of triethyl orthoformate is treated with 0.1 g of boron trifluoride diethyl etherate and the resulting solution stirred for 7 days at room temperature. The reaction mixture is then treated with 20 ml 10% aqueous sodium hydrogen carbonate solution and extracted twice with dichloromethane. The organic layer is removed, dried and concentrated to give an oil. Chromatography on silica gel gives ethyl 2-(4-chlorophenyl)pro...